Dataset: the Open Reaction Database (ORD), a public repository of structured organic reaction records. Task: describe an organic reaction: reactants, conditions, products, and yield Starting materials: ClC=1SC2=C(N1)C=CC=C2 (2-Chlorobenzothiazole), [C@@H]12N(C[C@@H](NC1)C2)C(=O)OC(C)(C)C (tert-butyl(1S,4S)-(−)-2,5-diazabicyclo-[2.2.1]heptane-2-carboxylate), [OH-].[Na+] (sodium hydroxide). The solvent is O1CCOCC1 (dioxane). The product is S1C(=NC2=C1C=CC=C2)N2[C@@H]1CN([C@H](C2)C1)C(=O)OC(C)(C)C (2-(2-Benzothiazolyl)-5-tert-butoxycarbonyl-(1S,4S)-2,5-diazabicyclo-[2.2.1]-heptane). As a reaction SMILES: Cl[C:2]1[S:3][C:4]2[CH:10]=[CH:9][CH:8]=[CH:7][C:5]=2[N:6]=1.[C@H:11]12[CH2:17][C@H:14]([NH:15][CH2:16]1)[CH2:13][N:12]2[C:18]([O:20][C:21]([CH3:24])([CH3:23])[CH3:22])=[O:19].[OH-].[Na+]>O1CCOCC1>[S:3]1[C:4]2[CH:10]=[CH:9][CH:8]=[CH:7][C:5]=2[N:6]=[C:2]1[N:15]1[CH2:16][C@@H:11]2[CH2:17][C@H:14]1[CH2:13][N:12]2[C:18]([O:20][C:21]([CH3:24])([CH3:23])[CH3:22])=[O:19] |f:2.3|. Procedure: 2-Chlorobenzothiazole (2.57 g; 15.1 mmol) tert-butyl(1S,4S)-(−)-2,5-diazabicyclo-[2.2.1]heptane-2-carboxylate (2.0 g; 10.1 mmol) and dioxane (10 ml) was stirred at reflux for 19 days. Aqueous sodium hydroxide (50 ml; 1 M) was added. The mixture was extracted with ethyl acetate (2×50 ml). Chromatography on silica gel with a mixture of ethyl acetate and petroleum (1:3), gave the title compound as free base (oil). Yield 1.7 g (57%).